Dataset: the Open Reaction Database (ORD), a public repository of structured organic reaction records. Task: describe an organic reaction: reactants, conditions, products, and yield Starting materials: O=C1NC2=CC=CC=C2C1=CC1=C(C(=C(N1)C)C(=O)O)C (5-(2-Oxo-1,2-dihydro-indol-3-ylidenemethyl)-2,4-dimethyl-1H-pyrrole-3-carboxylic acid), NCC(CN1N=NC=C1)O (1-amino-3(1,2,3)triazole-1-yl-propan-2-ol). Product: OC(CNC(=O)C1=C(NC(=C1C)\C=C\1/C(NC2=CC=CC=C12)=O)C)CN1N=NC=C1 (2,4-dimethyl-5-[2-oxo-1,2-dihydro-indol-(3Z)-ylidene-methyl]-1H-pyrrole-3-carboxylic acid (2-hydroxy-3-[1,2,3]triazol-1-yl-propyl)-amide). As a reaction SMILES: [O:1]=[C:2]1[C:10](=[CH:11][C:12]2[NH:16][C:15]([CH3:17])=[C:14]([C:18]([OH:20])=O)[C:13]=2[CH3:21])[C:9]2[C:4](=[CH:5][CH:6]=[CH:7][CH:8]=2)[NH:3]1.[NH2:22][CH2:23][CH:24]([OH:31])[CH2:25][N:26]1[CH:30]=[CH:29][N:28]=[N:27]1>>[OH:31][CH:24]([CH2:25][N:26]1[CH:30]=[CH:29][N:28]=[N:27]1)[CH2:23][NH:22][C:18]([C:14]1[C:13]([CH3:21])=[C:12](/[CH:11]=[C:10]2\[C:2](=[O:1])[NH:3][C:4]3[C:9]\2=[CH:8][CH:7]=[CH:6][CH:5]=3)[NH:16][C:15]=1[CH3:17])=[O:20]. Procedure: 5-(2-Oxo-1,2-dihydro-indol-3-ylidenemethyl)-2,4-dimethyl-1H-pyrrole-3-carboxylic acid (113 mg, 0.4 mmol) was condensed with 1-amino-3(1,2,3)triazole-1-yl-propan-2-ol (85 mg, 0.48 mmol) to precipitate 2,4-dimethyl-5-[2-oxo-1,2-dihydro-indol-(3Z)-ylidenemethyl]-1H-pyrrole-3-carboxylic acid (2-hydroxy-3-[1,2,3]triazol-1-yl-propyl)-amide (70 mg, 41%). 1H NMR (DMSO-d6) δ 2.45, 2.48 (2×s, 6H, 2×CH3), 3.35 (m, 2H), 4.02 (m, 1H), 4.32 (dd, J=7.6, 14 Hz, 1H), 4.53 (dd, J=3.4, 14 Hz, 1H), 5.43 (d, J=5.6 H...